This data is from the Open Reaction Database (ORD), a public repository of structured organic reaction records. The task is: describe an organic reaction: reactants, conditions, products, and yield Starting materials: CC(C)(C)[Si](C)(C)OCCCCNC(=O)Nc1ccc2ncc(-c3ccccc3)nc2n1, ClCCl. The product is O=C(NCCCCO)Nc1ccc2ncc(-c3ccccc3)nc2n1. RXN SMILES: [C:1]([Si:2]([CH3:3])([CH3:4])[O:6][CH2:7][CH2:8][CH2:9][CH2:10][NH:11][C:12](=[O:13])[NH:14][c:15]1[cH:16][cH:17][c:18]2[c:19]([n:20][c:21](-[c:24]3[cH:25][cH:26][cH:27][cH:28][cH:29]3)[cH:22][n:23]2)[n:30]1)([CH3:5])([CH3:31])[CH3:32].[Cl:33][CH2:34][Cl:35]>>[OH:6][CH2:7][CH2:8][CH2:9][CH2:10][NH:11][C:12](=[O:13])[NH:14][c:15]1[cH:16][cH:17][c:18]2[c:19]([n:20][c:21](-[c:24]3[cH:25][cH:26][cH:27][cH:28][cH:29]3)[cH:22][n:23]2)[n:30]1. Reactants: C(C)(C)C1C(C=CC(O1)OCC)=O (6-isopropyl-2-ethoxy-5-oxo-5,6-dihydro-2H-pyran), C=O (formalin), N1CCOCC1 (morpholine). The solvent is CO (methanol). Reaction conditions: time 4 hour. Yields the product C(C)(C)C1C(C(=CC(O1)OCC)CN1CCOCC1)=O (6-isopropyl-2-ethoxy-4-morpholinomethyl-5-oxo-5,6-dihydro-2H-pyran). The yield is 80.6%. Reaction SMILES: [CH:1]([CH:4]1[O:9][CH:8]([O:10][CH2:11][CH3:12])[CH:7]=[CH:6][C:5]1=[O:13])([CH3:3])[CH3:2].[CH2:14]=O.[NH:16]1[CH2:21][CH2:20][O:19][CH2:18][CH2:17]1>CO>[CH:1]([CH:4]1[O:9][CH:8]([O:10][CH2:11][CH3:12])[CH:7]=[C:6]([CH2:14][N:16]2[CH2:21][CH2:20][O:19][CH2:18][CH2:17]2)[C:5]1=[O:13])([CH3:3])[CH3:2]. Procedure: To 100 ml of methanol are added 19.8 g of 6-isopropyl-2-ethoxy-5-oxo-5,6-dihydro-2H-pyran, 7 g of 37% formalin and 9 g of morpholine. Then the mixture is stirred at room temperature for 4 hours. The reaction mixture is concentrated at reduced pressure and the residue is isolated and purified by silica gel column chromatography giving 23.6 g of light yellow oily 6-isopropyl-2-ethoxy-4-morpholinomethyl-5-oxo-5,6-dihydro-2H-pyran (compound No. 2 in Table 1). IR (neat)